Task: describe an organic reaction: reactants, conditions, products, and yield. Dataset: the Open Reaction Database (ORD), a public repository of structured organic reaction records Starting materials: C(C)(=O)OCC (Ethyl acetate), C(O)([O-])=O.[Na+] (sodium hydrogen carbonate), NCCCCCCCCC1=CC(=C(C=C1)O)[C@H](CCN(C(C)C)C(C)C)C1=CC=CC=C1 (4-(8-aminooctyl)-2-[(1R)-3-(diisopropylamino)-1-phenylpropyl]phenol), C(C1=CC=CC=C1)OC1=C(C=C(C=C1)[C@H](CBr)O[Si](C)(C)C(C)(C)C)NS(=O)(=O)C (N-{2-(benzyloxy)-5-[(1R)-2-bromo-1-{[tert-butyl(dimethyl)silyl]oxy}ethyl]phenyl}methanesulfonamide). Run in CS(=O)C (dimethylsulfoxide). Product: N (ammonia), C(C1=CC=CC=C1)OC1=C(C=C(C=C1)[C@H](CNCCCCCCCCC1=CC(=C(C=C1)O)[C@H](CCN(C(C)C)C(C)C)C1=CC=CC=C1)O[Si](C)(C)C(C)(C)C)NS(=O)(=O)C (N-[2-(benzyloxy)-5-{(1R)-1-{[tert-butyl(dimethyl)silyl]oxy}-2-[(8-{3-[(1R)-3-(diisopropylamino)-1-phenylpropyl]-4-hydroxyphenyl}octyl)amino]ethyl}phenyl]methanesulfonamide). Reaction SMILES: [NH2:1][CH2:2][CH2:3][CH2:4][CH2:5][CH2:6][CH2:7][CH2:8][CH2:9][C:10]1[CH:15]=[CH:14][C:13]([OH:16])=[C:12]([C@@H:17]([C:27]2[CH:32]=[CH:31][CH:30]=[CH:29][CH:28]=2)[CH2:18][CH2:19][N:20]([CH:24]([CH3:26])[CH3:25])[CH:21]([CH3:23])[CH3:22])[CH:11]=1.[CH2:33]([O:40][C:41]1[CH:46]=[CH:45][C:44]([C@@H:47]([O:50][Si:51]([C:54]([CH3:57])([CH3:56])[CH3:55])([CH3:53])[CH3:52])[CH2:48]Br)=[CH:43][C:42]=1[NH:58][S:59]([CH3:62])(=[O:61])=[O:60])[C:34]1[CH:39]=[CH:38][CH:37]=[CH:36][CH:35]=1.C(OCC)(=O)C.C(=O)([O-])O.[Na+]>CS(C)=O>[NH3:1].[CH2:33]([O:40][C:41]1[CH:46]=[CH:45][C:44]([C@@H:47]([O:50][Si:51]([C:54]([CH3:55])([CH3:57])[CH3:56])([CH3:53])[CH3:52])[CH2:48][NH:1][CH2:2][CH2:3][CH2:4][CH2:5][CH2:6][CH2:7][CH2:8][CH2:9][C:10]2[CH:15]=[CH:14][C:13]([OH:16])=[C:12]([C@@H:17]([C:27]3[CH:28]=[CH:29][CH:30]=[CH:31][CH:32]=3)[CH2:18][CH2:19][N:20]([CH:21]([CH3:23])[CH3:22])[CH:24]([CH3:25])[CH3:26])[CH:11]=2)=[CH:43][C:42]=1[NH:58][S:59]([CH3:62])(=[O:60])=[O:61])[C:34]1[CH:39]=[CH:38][CH:37]=[CH:36][CH:35]=1 |f:3.4|. Reported procedure: 4-(8-aminooctyl)-2-[(1R)-3-(diisopropylamino)-1-phenylpropyl]phenol (Preparation 53, 170 mg, 0.39 mmol) and N-{2-(benzyloxy)-5-[(1R)-2-bromo-1-{[tert-butyl(dimethyl)silyl]oxy}ethyl]phenyl}methanesulfonamide (Prepared according to WO2005/080324, 191 mg, 0.37 mmol) were heated at 90° C. in dimethylsulfoxide (0.5 ml) overnight. Ethyl acetate and saturated aqueous sodium hydrogen carbonate were added and the organics separated, washed with saturated aqueous sodium hydrogen carbonate, brine, dried (m... Starting materials: C(C)(=O)O[BH-](OC(C)=O)OC(C)=O.[Na+] (sodium triacetoxyborohydride), C(C1=CC=CC=C1)OC(N[C@@H]([C@H](C)O)C(NCCC=O)=O)=O ([(1S,2S)-2-hydroxy-1-(3-oxo-propylcarbamoyl)-propyl]-carbamic acid benzyl ester), N[C@@H](C(=O)OCC)[C@H]([C@@H]1O[C@H]([C@@H]([C@@H]1OC(C)=O)OC(C)=O)N1C(NC(C=C1)=O)=O)O (ethyl (2R,3R)-2-amino-3-hydroxy-3-[(2S,3R,4R,5R)-3,4-bis(acetyloxy)-5-(2,4-dioxo-3,4-dihydro-1(2H)-pyrimidinyl)tetrahydro-2-furanyl]propanoate), N[C@@H](C(=O)OCC)[C@H]([C@@H]1O[C@@H]([C@@H]([C@@H]1OC(C)=O)OC(C)=O)N1C(NC(C=C1)=O)=O)O (ethyl (2R,3R)-2-amino-3-hydroxy-3-[(2S,3R,4R,5S)-3,4-bis(acetyloxy)-5-(2,4-dioxo-3,4-dihydro-1(2H)-pyrimidinyl)tetrahydro-2-furanyl]propanoate). Run in C(C)(=O)O (Acetic acid), O1CCCC1 (tetrahydrofuran). Run at time 15 minute. Product: C(C)(=O)O[C@@H]1[C@H](O[C@@H]([C@@H]1OC(C)=O)N1C(NC(C=C1)=O)=O)[C@@H](C(NCCCNC([C@@H](NC(OCC1=CC=CC=C1)=O)[C@H](C)O)=O)C(=O)OCC)O (ethyl (5S)-12-[(R)-[(2R,3R,4R,5S)-3,4-bis(acetyloxy)-5-(2,4-dioxo-3,4-dihydro-1(2H)-pyrimidinyl)tetrahydro-2-furanyl](hydroxy)methyl]-5-[(1S)-1-hydroxyethyl]-3,6-dioxo-1-phenyl-2-oxa-4,7,11-triazatridecan-13-oate). Isolated yield 46.0%. RXN SMILES: [CH2:1]([O:8][C:9](=[O:22])[NH:10][C@H:11]([C:15](=[O:21])[NH:16][CH2:17][CH2:18][CH:19]=O)[C@@H:12]([OH:14])[CH3:13])[C:2]1[CH:7]=[CH:6][CH:5]=[CH:4][CH:3]=1.[NH2:23][C@H:24]([C@@H:30]([OH:52])[C@H:31]1[C@@H:35]([O:36][C:37](=[O:39])[CH3:38])[C@@H:34]([O:40][C:41](=[O:43])[CH3:42])[C@H:33]([N:44]2[CH:49]=[CH:48][C:47](=[O:50])[NH:46][C:45]2=[O:51])[O:32]1)[C:25]([O:27][CH2:28][CH3:29])=[O:26].N[C@H]([C@@H](O)[C@H]1[C@@H](OC(=O)C)[C@@H](OC(=O)C)[C@@H](N2C=CC(=O)NC2=O)O1)C(OCC)=O.C(O[BH-](OC(=O)C)OC(=O)C)(=O)C.[Na+]>O1CCCC1.C(O)(=O)C>[C:37]([O:36][C@H:35]1[C@@H:34]([O:40][C:41](=[O:43])[CH3:42])[C@@H:33]([N:44]2[CH:49]=[CH:48][C:47](=[O:50])[NH:46][C:45]2=[O:51])[O:32][C@@H:31]1[C@H:30]([OH:52])[CH:24]([C:25]([O:27][CH2:28][CH3:29])=[O:26])[NH:23][CH2:19][CH2:18][CH2:17][NH:16][C:15](=[O:21])[C@H:11]([C@@H:12]([OH:14])[CH3:13])[NH:10][C:9](=[O:22])[O:8][CH2:1][C:2]1[CH:7]=[CH:6][CH:5]=[CH:4][CH:3]=1)(=[O:39])[CH3:38] |f:3.4|. Procedure: A solution of [(1S,2S)-2-hydroxy-1-(3-oxo-propylcarbamoyl)-propyl]-carbamic acid benzyl ester (215 mg, 0.699 mmol, obtained from Reference Example 18) and a mixture of ethyl (2R,3R)-2-amino-3-hydroxy-3-[(2S,3R,4R,5R)-3,4-bis(acetyloxy)-5-(2,4-dioxo-3,4-dihydro-1(2H)-pyrimidinyl)tetrahydro-2-furanyl]propanoate and ethyl (2R,3R)-2-amino-3-hydroxy-3-[(2S,3R,4R,5S)-3,4-bis(acetyloxy)-5-(2,4-dioxo-3,4-dihydro-1(2H)-pyrimidinyl)tetrahydro-2-furanyl]propanoate (300 mg, 0.699 mmol) in anhydrous tetrahyd... The reactants are COC1(C2CN(CC1C=C2)CC2=CC=C(C=C2)OC)OC (8,8-Dimethoxy-3-(4-methoxy-benzyl)-3-aza-bicyclo[3.2.1]oct-6-ene). Reagents/catalysts: [OH-].[OH-].[Pd+2] (Pd(OH)2/C). Run in CCOC(=O)C (EtOAc). Reaction conditions: time 4 hour. The product is COC1(C2CN(CC1CC2)CC2=CC=C(C=C2)OC)OC (8,8-Dimethoxy-3-(4-methoxy-benzyl)-3-aza-bicyclo[3.2.1]octane). As a reaction SMILES: [CH3:1][O:2][C:3]1([O:20][CH3:21])[CH:8]2[CH:9]=[CH:10][CH:4]1[CH2:5][N:6]([CH2:11][C:12]1[CH:17]=[CH:16][C:15]([O:18][CH3:19])=[CH:14][CH:13]=1)[CH2:7]2>CCOC(C)=O.[OH-].[OH-].[Pd+2]>[CH3:21][O:20][C:3]1([O:2][CH3:1])[CH:4]2[CH2:10][CH2:9][CH:8]1[CH2:7][N:6]([CH2:11][C:12]1[CH:17]=[CH:16][C:15]([O:18][CH3:19])=[CH:14][CH:13]=1)[CH2:5]2 |f:2.3.4|. Procedure details: 8,8-Dimethoxy-3-(4-methoxy-benzyl)-3-aza-bicyclo[3.2.1]oct-6-ene (5.92 g, 20.5 mmol) was dissolved in EtOAc (50 mL) in a 250 mL Parr bottle. To this was added catalytic 20% Pd(OH)2/C (Pearlman's catalyst, 500 mg) and the mixture was shaken under 40 psi of H2 for 4 h or until judged complete by TLC. The reaction was filtered through a Celite pad and concentrated to a yellow oil (4.88 g, 82%). (TLC 5% MeOH/CH2Cl2, (NH3) Rf 0.60); 1H NMR (400 MHz, CDCl3) δ 7.21 (d, J=8.3 Hz, 2H), 6.81 (d, J=8.3 Hz,... As a reaction SMILES: [CH:1]([C:3]1[C:7]([CH3:8])=[C:6]([CH3:9])[NH:5][C:4]=1[C:10]([O:12][CH3:13])=[O:11])=[O:2].Br[CH2:15][CH:16]=[CH:17][CH2:18][CH3:19]>>[CH:1]([C:3]1[C:7]([CH3:8])=[C:6]([CH3:9])[N:5]([CH2:15][CH:16]=[CH:17][CH2:18][CH3:19])[C:4]=1[C:10]([O:12][CH3:13])=[O:11])=[O:2]. Product: C(=O)C1=C(N(C(=C1C)C)CC=CCC)C(=O)OC (Methyl 3-formyl-4,5-dimethyl-1-(2-pentenyl)pyrrole-2-carboxylate). Starting materials: C(=O)C1=C(NC(=C1C)C)C(=O)OC (methyl 3-formyl-4,5-dimethylpyrrole-2-carboxylate), BrCC=CCC (1-bromo-2-pentene). Procedure details: The title compound (trans) was prepared as a yellow-orange oil in 85.1% yeild in a similar procedure to that described in Referential Example 9 by using methyl 3-formyl-4,5-dimethylpyrrole-2-carboxylate and 1-bromo-2-pentene (trans). Starting materials: [Na] (sodium), COC(=O)C1=NC=C(C=C1)S (5-mercaptopyridine-2-carboxylic acid methyl ester), BrC(C(=O)OC)C1=CC(=CC=C1)C(F)(F)F (methyl α-bromo-m-trifluoromethylphenylacetate). Solvent: CO (methanol), CO (methanol). Conditions: time 8 hour. The product is C(=O)(O)C(C1=CC(=CC=C1)C(F)(F)F)SC=1C=CC(=NC1)C(=O)O (5-(α-carboxy-m-trifluoromethylbenzylmercapto)-pyridine-2-carboxylic acid). RXN SMILES: [Na].C[O:3][C:4]([C:6]1[CH:11]=[CH:10][C:9]([SH:12])=[CH:8][N:7]=1)=[O:5].Br[CH:14]([C:19]1[CH:24]=[CH:23][CH:22]=[C:21]([C:25]([F:28])([F:27])[F:26])[CH:20]=1)[C:15]([O:17]C)=[O:16]>CO>[C:15]([CH:14]([S:12][C:9]1[CH:10]=[CH:11][C:6]([C:4]([OH:3])=[O:5])=[N:7][CH:8]=1)[C:19]1[CH:24]=[CH:23][CH:22]=[C:21]([C:25]([F:26])([F:28])[F:27])[CH:20]=1)([OH:17])=[O:16] |^1:0|. Procedure details: To the solution prepared from 80 ml of methanol and 0.89 g of sodium, 6.53 g of 5-mercaptopyridine-2-carboxylic acid methyl ester are added, followed by the solution of 12.6 g of methyl α-bromo-m-trifluoromethylphenylacetate in 50 ml of methanol while stirring under nitrogen. The mixture is warmed for 1/2 hour on the steam bath and allowed to stand at room temperature overnight. It is evaporated, the residue taken up in water-diethyl ether, the organic phase washed with water, dried and evaporat... Starting materials: COC(=O)c1cccc(N2CCOC(c3ccc(Oc4ccc(F)cc4)cc3)C2)n1, CO, N. Product: NC(=O)c1cccc(N2CCOC(c3ccc(Oc4ccc(F)cc4)cc3)C2)n1. Reaction SMILES: [CH3:2][O:3][C:4](=[O:5])[c:6]1[cH:7][cH:8][cH:9][c:10]([N:12]2[CH2:13][CH:14]([c:18]3[cH:19][cH:20][c:21]([O:24][c:25]4[cH:26][cH:27][c:28]([F:31])[cH:29][cH:30]4)[cH:22][cH:23]3)[O:15][CH2:16][CH2:17]2)[n:11]1.[CH3:32][OH:33].[NH3:1]>>[NH2:1][C:4](=[O:3])[c:6]1[cH:7][cH:8][cH:9][c:10]([N:12]2[CH2:13][CH:14]([c:18]3[cH:19][cH:20][c:21]([O:24][c:25]4[cH:26][cH:27][c:28]([F:31])[cH:29][cH:30]4)[cH:22][cH:23]3)[O:15][CH2:16][CH2:17]2)[n:11]1. Starting materials: C=CCN(C(=O)OCc1ccccc1)C(C)C(=O)OC(C)(C)C, ClCCl, O=[O+][O-]. Product: CC(C(=O)OC(C)(C)C)N(CC=O)C(=O)OCc1ccccc1. RXN SMILES: [C:1]([CH3:2])([CH3:3])([CH3:4])[O:5][C:6]([CH:7]([N:8]([CH2:9][CH:10]=[CH2:11])[C:12](=[O:13])[O:14][CH2:15][c:16]1[cH:17][cH:18][cH:19][cH:20][cH:21]1)[CH3:22])=[O:23].[CH2:27]([Cl:28])[Cl:29].[O-:24][O+:25]=[O:26]>>[C:1]([CH3:2])([CH3:3])([CH3:4])[O:5][C:6]([CH:7]([N:8]([CH2:9][CH:10]=[O:24])[C:12](=[O:13])[O:14][CH2:15][c:16]1[cH:17][cH:18][cH:19][cH:20][cH:21]1)[CH3:22])=[O:23].